Dataset: the Open Reaction Database (ORD), a public repository of structured organic reaction records. Task: describe an organic reaction: reactants, conditions, products, and yield The reactants are CCOC(C)=O, CC(C)OC(=O)Cl, COC(=O)c1sccc1N, c1ccncc1. The product is COC(=O)c1sccc1NC(=O)OC(C)C. As a reaction SMILES: [CH3:24][CH2:25][O:26][C:27](=[O:28])[CH3:29].[Cl:17][C:18](=[O:19])[O:20][CH:21]([CH3:22])[CH3:23].[NH2:1][c:2]1[c:3]([C:7](=[O:8])[O:9][CH3:10])[s:4][cH:5][cH:6]1.[cH:11]1[cH:12][cH:13][n:14][cH:15][cH:16]1>>[NH:1]([c:2]1[c:3]([C:7](=[O:8])[O:9][CH3:10])[s:4][cH:5][cH:6]1)[C:18](=[O:19])[O:20][CH:21]([CH3:22])[CH3:23]. Reactants: O=C([O-])[O-], CCOC(=O)Cn1ccc2ccc(O)cc21, CC#N, COCCc1nc(-c2ccc(C(F)(F)F)cc2)nc(C)c1CCl, [Cs+], [Cs+], [I-], [K+]. Product: CCOC(=O)Cn1ccc2ccc(OCc3c(C)nc(-c4ccc(C(F)(F)F)cc4)nc3CCOC)cc21. As a reaction SMILES: [C:40](=[O:41])([O-:42])[O-:43].[CH2:1]([CH3:2])[O:3][C:4]([CH2:5][n:6]1[cH:7][cH:8][c:9]2[cH:10][cH:11][c:12]([OH:15])[cH:13][c:14]12)=[O:16].[CH3:48][C:49]#[N:50].[Cl:17][CH2:18][c:19]1[c:20]([CH2:36][CH2:37][O:38][CH3:39])[n:21][c:22](-[c:26]2[cH:27][cH:28][c:29]([C:32]([F:33])([F:34])[F:35])[cH:30][cH:31]2)[n:23][c:24]1[CH3:25].[Cs+:44].[Cs+:45].[I-:47].[K+:46]>>[CH2:1]([CH3:2])[O:3][C:4]([CH2:5][n:6]1[cH:7][cH:8][c:9]2[cH:10][cH:11][c:12]([O:15][CH2:18][c:19]3[c:20]([CH2:36][CH2:37][O:38][CH3:39])[n:21][c:22](-[c:26]4[cH:27][cH:28][c:29]([C:32]([F:33])([F:34])[F:35])[cH:30][cH:31]4)[n:23][c:24]3[CH3:25])[cH:13][c:14]12)=[O:16].